This data is from the Open Reaction Database (ORD), a public repository of structured organic reaction records. The task is: describe an organic reaction: reactants, conditions, products, and yield The reactants are ClCCl, COC(CNC(=O)C(CCC(C)(C)O)CC(O)C(Cc1cccc(F)c1)NC(=O)c1cnc2ccccc2n1)OC, CN(C)c1ccccn1, CC(=O)OC(C)=O, c1ccncc1. Product: COC(CNC(=O)C(CCC(C)(C)O)CC(OC(C)=O)C(Cc1cccc(F)c1)NC(=O)c1cnc2ccccc2n1)OC. Reaction SMILES: [CH2:64]([Cl:65])[Cl:66].[CH3:1][O:2][CH:3]([CH2:4][NH:5][C:6](=[O:7])[CH:8]([CH2:9][CH:10]([CH:11]([CH2:12][c:13]1[cH:14][c:15]([F:19])[cH:16][cH:17][cH:18]1)[NH:20][C:21](=[O:22])[c:23]1[n:24][c:25]2[cH:26][cH:27][cH:28][cH:29][c:30]2[n:31][cH:32]1)[OH:33])[CH2:34][CH2:35][C:36]([CH3:37])([CH3:38])[OH:39])[O:40][CH3:41].[CH3:42][N:43]([c:44]1[cH:45][cH:46][cH:47][cH:48][n:49]1)[CH3:50].[CH3:51][C:52](=[O:53])[O:54][C:55](=[O:56])[CH3:57].[cH:58]1[cH:59][cH:60][n:61][cH:62][cH:63]1>>[CH3:1][O:2][CH:3]([CH2:4][NH:5][C:6](=[O:7])[CH:8]([CH2:9][CH:10]([CH:11]([CH2:12][c:13]1[cH:14][c:15]([F:19])[cH:16][cH:17][cH:18]1)[NH:20][C:21](=[O:22])[c:23]1[n:24][c:25]2[cH:26][cH:27][cH:28][cH:29][c:30]2[n:31][cH:32]1)[O:33][C:52]([CH3:51])=[O:53])[CH2:34][CH2:35][C:36]([CH3:37])([CH3:38])[OH:39])[O:40][CH3:41]. The reactants are ( 50 ), ( 25 ), C(C1=CC=CC=C1)OC1=CC(=C(C(=O)N2[C@@H](CC(=C2)CC(=O)OC)CO)C=C1OC)[N+](=O)[O-] ((2S)-N-(4-Benzyloxy-5-methoxy-2-nitrobenzoyl)-2-(hydroxymethyl)-4-(methoxycarbonylmethyl)-2,3-dihydropyrrole), ( 8 ), ( 10 ), ( 5 ), ( 25 ), ( 10 ), C(C1=CC=CC=C1)OC1=CC(=C(C(=O)N2[C@@H](CC(=C2)CC(=O)OC)CO)C=C1OC)[N+](=O)[O-] ((2S)-N-(4-Benzyloxy-5-methoxy-2-nitrobenzoyl)-2-(hydroxymethyl)-4-(methoxycarbonylmethyl)-2,3-dihydropyrrole). The solvent is C(Cl)(Cl)Cl (CHCl3). Yields the product COC=1C(=CC2=C(C(N3[C@H](C=N2)CCC3)=O)C1)OC ((11aS)-7,8-dimethoxy-1,2,3,11a-tetrahydro-5H-pyrrolo [2,1-c][1,4]benzodiazepin-5-one). RXN SMILES: [CH2:1]([O:8][C:9]1[C:28]([O:29][CH3:30])=[CH:27][C:12]([C:13]([N:15]2[CH:19]=[C:18](CC(OC)=O)[CH2:17][C@H:16]2[CH2:25]O)=[O:14])=[C:11]([N+:31]([O-])=O)[CH:10]=1)C1C=CC=CC=1>C(Cl)(Cl)Cl>[CH3:30][O:29][C:28]1[C:9]([O:8][CH3:1])=[CH:10][C:11]2[N:31]=[CH:25][C@@H:16]3[CH2:17][CH2:18][CH2:19][N:15]3[C:13](=[O:14])[C:12]=2[CH:27]=1. Reported procedure: Finely ground Cd/Pb couple (3.12 g) was added portion wise to a solution of 105 (1 g, 2.2 mmol) THF (10 mL) and NH4OAc (1M, 10 mL). The reaction was followed by TLC (EtOAc), when no starting material was present, the mixture was poured into ethyl aceate (400 mL). The organic phase was dried over MgSO4 and evaporated to yield the crude product, which was purified by flash chromatography (EtOAc) to give of the pure compound as a pale yellow oil (0.45 g, 78%) 1H NMR (270 MHz, CDCl3) δ 2.08 (m, 2H);...